From a dataset of the Open Reaction Database (ORD), a public repository of structured organic reaction records. describe an organic reaction: reactants, conditions, products, and yield The reactants are C(=O)([O-])[O-].[K+].[K+] (K2CO3), CC1(CC(CC(C1)(C)C)=O)C (3,3,5,5-tetramethyl-cyclohexanone), COC1=CC=C(C(=O)C2=CC=C(C=C2)NS(=O)(=O)C)C=C1 (N-[4-(4-Methoxy-benzoyl)-phenyl]-methanesulfonamide). The reagents and catalysts are [Ti](Cl)(Cl)(Cl)Cl (Titanium tetrachloride), [Zn] (Zn). Solvent: C1CCOC1 (THF), C1CCOC1 (THF), O (water). Yields the product COC1=CC=C(C=C1)C(C1=CC=C(C=C1)NS(=O)(=O)C)=C1CC(CC(C1)(C)C)(C)C (N-{4-[(4-Methoxy-phenyl)-(3,3,5,5-tetramethyl-cyclohexylidene)-methyl]phenyl}-methanesulfonamide). Yield: 71.3%. Reaction SMILES: [CH3:1][C:2]1([CH3:11])[CH2:7][C:6]([CH3:9])([CH3:8])[CH2:5][C:4](=O)[CH2:3]1.[CH3:12][O:13][C:14]1[CH:32]=[CH:31][C:17]([C:18]([C:20]2[CH:25]=[CH:24][C:23]([NH:26][S:27]([CH3:30])(=[O:29])=[O:28])=[CH:22][CH:21]=2)=O)=[CH:16][CH:15]=1.C([O-])([O-])=O.[K+].[K+]>C1COCC1.O.[Ti](Cl)(Cl)(Cl)Cl.[Zn]>[CH3:12][O:13][C:14]1[CH:32]=[CH:31][C:17]([C:18](=[C:4]2[CH2:3][C:2]([CH3:11])([CH3:1])[CH2:7][C:6]([CH3:9])([CH3:8])[CH2:5]2)[C:20]2[CH:25]=[CH:24][C:23]([NH:26][S:27]([CH3:30])(=[O:29])=[O:28])=[CH:22][CH:21]=2)=[CH:16][CH:15]=1 |f:2.3.4|. Procedure: Titanium tetrachloride (0.66 mL, 6.06 mmol) was slowly added to a slurry of Zn powder (0.81 g, 12.4 mmol) in dry THF (14 mL). The reaction mixture was heated at reflux for 2.5 h. A solution of 3,3,5,5-tetramethyl-cyclohexanone (0.86 mL, 4.91 mmol) and N-[4-(4-methoxy-benzoyl)-phenyl]-methanesulfonamide (179) (0.5 g, 1.64 mmol) in dry THF (14 mL) was added to the reaction mixture and heated at reflux for another 2 h. The reaction mixture was cooled to room temperature and diluted with water (10 m... Starting materials: ClC(=O)OC1=C(C=C(C=C1)C=O)OC (2-methoxy-4-formylphenyl chloroformate), CC(CC(C)O)O (2,4-pentanediol). Yields the product COC1=C(OC(=O)OC(C)CC(C)O)C=CC(=C1)C=O (2-(2-Methoxy-4-formylphenoxycarbonyloxy)-4-pentanol). As a reaction SMILES: Cl[C:2]([O:4][C:5]1[CH:10]=[CH:9][C:8]([CH:11]=[O:12])=[CH:7][C:6]=1[O:13][CH3:14])=[O:3].[CH3:15][CH:16]([OH:21])[CH2:17][CH:18]([OH:20])[CH3:19]>>[CH3:14][O:13][C:6]1[CH:7]=[C:8]([CH:11]=[O:12])[CH:9]=[CH:10][C:5]=1[O:4][C:2]([O:20][CH:18]([CH2:17][CH:16]([OH:21])[CH3:15])[CH3:19])=[O:3]. Procedure: The reaction of 2-methoxy-4-formylphenyl chloroformate with 2,4-pentanediol is conducted on a 0.02 mole scale employing the same conditions as described in Example I. A 2.9 g yield of the pure product is obtained as an oil. Starting materials: [Al+3], C1CCOC1, COc1ccc(NC(=O)Cc2ccc(C(F)(F)F)cc2)cc1OC, Cl, [H-], [H-], [H-], [H-], [Li+], O. Yields the product COc1ccc(NCCc2ccc(C(F)(F)F)cc2)cc1OC. As a reaction SMILES: [Al+3:26].[CH2:33]1[O:34][CH2:35][CH2:36][CH2:37]1.[CH3:1][O:2][c:3]1[cH:4][c:5]([NH:11][C:12]([CH2:13][c:14]2[cH:15][cH:16][c:17]([C:20]([F:21])([F:22])[F:23])[cH:18][cH:19]2)=[O:24])[cH:6][cH:7][c:8]1[O:9][CH3:10].[ClH:32].[H-:25].[H-:28].[H-:29].[H-:30].[Li+:27].[OH2:31]>>[CH3:1][O:2][c:3]1[cH:4][c:5]([NH:11][CH2:12][CH2:13][c:14]2[cH:15][cH:16][c:17]([C:20]([F:21])([F:22])[F:23])[cH:18][cH:19]2)[cH:6][cH:7][c:8]1[O:9][CH3:10]. The solvent is O (water), C(=O)(O)[O-].[Na+] (NaHCO3), CCOCC (ether), CN(C)C=O (DMF). Reaction SMILES: Br[CH:2]([C:15]1[CH:20]=[CH:19][CH:18]=[C:17]([C:21]2[CH:22]=[C:23]([C:31]([CH3:37])([S:33]([CH3:36])(=[O:35])=[O:34])[CH3:32])[CH:24]=[C:25]3[C:30]=2[N:29]=[CH:28][CH:27]=[CH:26]3)[CH:16]=1)[C:3]([C:5]1[CH:10]=[CH:9][C:8]([S:11]([CH3:14])(=[O:13])=[O:12])=[CH:7][CH:6]=1)=O.[Cl:38][C:39]1[CH:40]=[C:41]([C:45](=[S:47])[NH2:46])[CH:42]=[CH:43][CH:44]=1>CN(C=O)C.O.C([O-])(O)=O.[Na+].CCOCC>[Cl:38][C:39]1[CH:40]=[C:41]([C:45]2[S:47][C:2]([C:15]3[CH:16]=[C:17]([C:21]4[CH:22]=[C:23]([C:31]([CH3:37])([S:33]([CH3:36])(=[O:35])=[O:34])[CH3:32])[CH:24]=[C:25]5[C:30]=4[N:29]=[CH:28][CH:27]=[CH:26]5)[CH:18]=[CH:19][CH:20]=3)=[C:3]([C:5]3[CH:10]=[CH:9][C:8]([S:11]([CH3:14])(=[O:13])=[O:12])=[CH:7][CH:6]=3)[N:46]=2)[CH:42]=[CH:43][CH:44]=1 |f:4.5|. The product is ClC=1C=C(C=CC1)C=1SC(=C(N1)C1=CC=C(C=C1)S(=O)(=O)C)C=1C=C(C=CC1)C=1C=C(C=C2C=CC=NC12)C(C)(S(=O)(=O)C)C (8-(3-{2-(3-chlorophenyl)-4-[4-(methylsulfonyl)phenyl]-1,3-thiazol-5-yl}phenyl)-6-[1-methyl-1-(methylsulfonyl)ethyl]quinoline). Reported procedure: To a solution of the alpha-bromoketone from step 4 (1.0 eq) in DMF (0.1M) was added 3-chlorobenzenecarbothioamide (1.0 eq). The mixture was heated at 40-120° C. for 1-3 h, cooled, diluted with water, saturated NaHCO3 solution and ether. The organic extracts were washed with brine, dried over MgSO4, filtered and concentrated. The residue was purified by flash chromatography (Hexane:EtOAc) to afforded the title compound. Reaction conditions: temperature 80 celsius. Starting materials: BrC(C(=O)C1=CC=C(C=C1)S(=O)(=O)C)C1=CC(=CC=C1)C=1C=C(C=C2C=CC=NC12)C(C)(S(=O)(=O)C)C (2-bromo-2-(3-{6-[1-methyl-1-(methylsulfonyl)ethyl]quinolin-8-yl}phenyl)-1-[4-(methylsulfonyl)phenyl]ethanone), ClC=1C=C(C=CC1)C(N)=S (3-chlorobenzenecarbothioamide). Starting materials: [OH-].[Na+] (sodium hydroxide), [N+](=O)([O-])C=1C=C(C(=O)O[C@H](C)[C@@]2(OC2)C2=C(C=C(C=C2)F)F)C=C(C1)[N+](=O)[O-] ([(1R)-1-[(2R)-2-(2,4-Difluorophenyl)-2-oxiranyl]ethyl] 3,5-dinitrobenzoate), Cl (hydrochloric acid). Run in CO (methanol). Product: FC1=C(C=CC(=C1)F)[C@]1(OC1)[C@@H](C)O ((1R)-1-[(2R)-2-(2,4-difluorophenyl)-2-oxiranyl]ethanol). The yield is 98.5%. RXN SMILES: [N+](C1C=C(C=C([N+]([O-])=O)C=1)C([O:9][C@@H:10]([C@@:12]1([C:15]2[CH:20]=[CH:19][C:18]([F:21])=[CH:17][C:16]=2[F:22])[CH2:14][O:13]1)[CH3:11])=O)([O-])=O.[OH-].[Na+].Cl>CO>[F:22][C:16]1[CH:17]=[C:18]([F:21])[CH:19]=[CH:20][C:15]=1[C@:12]1([C@H:10]([OH:9])[CH3:11])[CH2:14][O:13]1 |f:1.2|. Procedure details: [(1R)-1-[(2R)-2-(2,4-Difluorophenyl)-2-oxiranyl]ethyl] 3,5-dinitrobenzoate (50 g) was dissolved in two liters of methanol and, at room temperature, 255 ml of 1N sodium hydroxide was added dropwise thereinto. The reaction solution was stirred at room temperature for one hour and neutralized with 127 ml of 1N hydrochloric acid. Methanol was distilled off under reduced pressure, then one liter of ethyl acetate and 200 ml of water were added to the residue, and the mixture was extracted with ethyl a... The reactants are O=C(CC(=O)OCC)C1=CC=C(C=C1)C(F)(F)F (Ethyl 3-oxo-3-(4-trifluoromethyl-phenyl)-propionate), C(C)(C)(C)OC(N(C)C)N(C)C (tert.-butoxy-bis-(dimethylamino)-methane). Yields the product CN(C=C(C(=O)OCC)C(C1=CC=C(C=C1)C(F)(F)F)=O)C (Ethyl 3-dimethylamino-2-(4-trifluoromethyl-benzoyl)-acrylate). As a reaction SMILES: [O:1]=[C:2]([C:9]1[CH:14]=[CH:13][C:12]([C:15]([F:18])([F:17])[F:16])=[CH:11][CH:10]=1)[CH2:3][C:4]([O:6][CH2:7][CH3:8])=[O:5].C(O[CH:24](N(C)C)[N:25]([CH3:27])[CH3:26])(C)(C)C>>[CH3:24][N:25]([CH3:27])[CH:26]=[C:3]([C:2](=[O:1])[C:9]1[CH:14]=[CH:13][C:12]([C:15]([F:16])([F:17])[F:18])=[CH:11][CH:10]=1)[C:4]([O:6][CH2:7][CH3:8])=[O:5]. Reported procedure: Ethyl 3-oxo-3-(4-trifluoromethyl-phenyl)-propionate (130 mg, 0.5 mmol) was reacted with tert.-butoxy-bis-(dimethylamino)-methane using in analogous manner the procedure described in example 28a) to give crude title compound (151 mg) as a red oil which was used directly in the next step. The reactants are C(C)(C)(C)N (t-butylamine), Cl.CN(CCCl)C (2-(dimethylamino)ethyl chloride hydrochloride). Run in O (water). The product is C(C)(C)(C)NCCN(C)C (1-(t-butylamino)-2-dimethylaminoethane). Isolated yield 59.4%. Reaction SMILES: [C:1]([NH2:5])([CH3:4])([CH3:3])[CH3:2].Cl.[CH3:7][N:8]([CH3:12])[CH2:9][CH2:10]Cl>O>[C:1]([NH:5][CH2:10][CH2:9][N:8]([CH3:12])[CH3:7])([CH3:4])([CH3:3])[CH3:2] |f:1.2|. Reported procedure: Into a 50 mL-volume flask equipped with a stirrer, a thermometer and a dropping funnel were placed 16 g (0.22 mol) of t-butylamine, 5.0 g (35 mmol) of 2-(dimethylamino)ethyl chloride hydrochloride and 1 ml of water. And then, the mixture was reacted at 70° C. for 10 hours. After the completion of the reaction, the reaction solution was subjected to extraction with 25 ml of hexane twice, and the hexane layer was concentrated under reduced pressure. The resultant concentrate was distilled under re... The reactants are NC1=C(C=NN1C=1C=C(C(=O)NC2CC2)C=CC1C)C(C1=CC(=CC=C1)O)=O (3-[5-amino-4-(3-hydroxy-benzoyl)-pyrazol-1-yl]-N-cyclopropyl-4-methylbenzamide), ClCC1OC(OC1)(C)C (4-chloromethyl-2,2-dimethyl-[1,3]dioxolane), C(=O)([O-])[O-].[K+].[K+] (K2CO3). The solvent is CN(C)C=O (DMF). Reaction conditions: temperature 150 celsius, time 2 hour. The product is NC1=C(C=NN1C=1C=C(C(=O)NC2CC2)C=CC1C)C(C1=CC(=CC=C1)OCC1OC(OC1)(C)C)=O (3-{5-Amino-4-[3-(2,2-dimethyl-[1,3]dioxolan-4-ylmethoxy)-benzoyl]-pyrazol-1-yl}-N-cyclopropyl-4-methyl-benzamide). Yield: 18.3%. Reaction SMILES: [NH2:1][C:2]1[N:6]([C:7]2[CH:8]=[C:9]([CH:16]=[CH:17][C:18]=2[CH3:19])[C:10]([NH:12][CH:13]2[CH2:15][CH2:14]2)=[O:11])[N:5]=[CH:4][C:3]=1[C:20](=[O:28])[C:21]1[CH:26]=[CH:25][CH:24]=[C:23]([OH:27])[CH:22]=1.Cl[CH2:30][CH:31]1[CH2:35][O:34][C:33]([CH3:37])([CH3:36])[O:32]1.C([O-])([O-])=O.[K+].[K+]>CN(C=O)C>[NH2:1][C:2]1[N:6]([C:7]2[CH:8]=[C:9]([CH:16]=[CH:17][C:18]=2[CH3:19])[C:10]([NH:12][CH:13]2[CH2:14][CH2:15]2)=[O:11])[N:5]=[CH:4][C:3]=1[C:20](=[O:28])[C:21]1[CH:26]=[CH:25][CH:24]=[C:23]([O:27][CH2:30][CH:31]2[CH2:35][O:34][C:33]([CH3:37])([CH3:36])[O:32]2)[CH:22]=1 |f:2.3.4|. Reported procedure: To a stirred solution of 3-[5-amino-4-(3-hydroxy-benzoyl)-pyrazol-1-yl]-N-cyclopropyl-4-methylbenzamide (75 mg, 0.2 mmol) and 4-chloromethyl-2,2-dimethyl-[1,3]dioxolane (36 mg, 0.24 mmol) were dissolved in DMF (4 ml) was added K2CO3 and the mixture stirred at 150° C. for 2 h in microwave oven. The solvent was removed, residue was dissolved in EtOAc, washed by water, brine, dried over Na2SO4, and concentrated. The residue was purified by column chromatography (EtOAc:Hex =3:1) and the product was ... The reactants are ClC1=CC=C(CNC(=O)C2=CN(C3=CC=C(C=C3C2=O)CN2CCOCC2)CSC2=CC=CC=C2)C=C1 (N-(4-chlorobenzyl)-6-(4-morpholinylmethyl)-4-oxo-1-[(phenylsulfanyl)methyl]-1,4-dihydro-3-quinolinecarboxamide), O.C1(=CC=C(C=C1)S(=O)(=O)O)C (p-toluenesulfonic acid hydrate), ClC=1C=C(C(=O)OO)C=CC1 (m-chloroperoxybenzoic acid). The solvent is ClCCl (dichloromethane), ClCCl (dichloromethane). Reaction conditions: time 1 hour. Yields the product ClC1=CC=C(CNC(=O)C2=CN(C3=CC=C(C=C3C2=O)CN2CCOCC2)CS(=O)(=O)C2=CC=CC=C2)C=C1 (N-(4-Chlorobenzyl)-6-(4-morpholinylmethyl)-4-oxo-1-[(phenylsulfonyl)methyl]-1,4-dihydro-3-quinolinecarboxamide). Yield: 82.6%. As a reaction SMILES: [Cl:1][C:2]1[CH:37]=[CH:36][C:5]([CH2:6][NH:7][C:8]([C:10]2[C:19](=[O:20])[C:18]3[C:13](=[CH:14][CH:15]=[C:16]([CH2:21][N:22]4[CH2:27][CH2:26][O:25][CH2:24][CH2:23]4)[CH:17]=3)[N:12]([CH2:28]SC3C=CC=CC=3)[CH:11]=2)=[O:9])=[CH:4][CH:3]=1.O.[C:39]1(C)[CH:44]=[CH:43][C:42]([S:45]([OH:48])(=[O:47])=O)=[CH:41][CH:40]=1.ClC1C=C(C=CC=1)C(OO)=O>ClCCl>[Cl:1][C:2]1[CH:37]=[CH:36][C:5]([CH2:6][NH:7][C:8]([C:10]2[C:19](=[O:20])[C:18]3[C:13](=[CH:14][CH:15]=[C:16]([CH2:21][N:22]4[CH2:27][CH2:26][O:25][CH2:24][CH2:23]4)[CH:17]=3)[N:12]([CH2:28][S:45]([C:42]3[CH:41]=[CH:40][CH:39]=[CH:44][CH:43]=3)(=[O:47])=[O:48])[CH:11]=2)=[O:9])=[CH:4][CH:3]=1 |f:1.2|. Procedure: A solution of N-(4-chlorobenzyl)-6-(4-morpholinylmethyl)-4-oxo-1-[(phenylsulfanyl)methyl]-1,4-dihydro-3-quinolinecarboxamide (0.08 gm) from Example No. 76 in dichloromethane (4 mL) at 0° C. is added p-toluenesulfonic acid hydrate (0.03 gm) followed by m-chloroperoxybenzoic acid (˜85%) (0.06 gm). The mixture is stirred for 1 hr. The reaction mixture is diluted with dichloromethane, washed with saturated aqueous sodium sulfite, saturated aqueous sodium bicarbonate, brine, dried (Na2SO4) and concen...